From a dataset of the Open Reaction Database (ORD), a public repository of structured organic reaction records. describe an organic reaction: reactants, conditions, products, and yield Procedure: 4-Nitrobenzyl (1S,5R,6S)-6-((1R)-1-hydroxyethyl)-1-methyl-2-[5-methylthio-7-(pyridin-3-yl)carbonylimidazo[5,1-b]thiazol-2-yl]-1-carbapen-2-em-3-carboxylate (1.78 g) was prepared in the same manner as in step a) of Example 1, except that 1.10 g of 4-nitrobenzyl (1R,3R,5R,6S)-6-((1R)-1-hydroxyethyl)-1-methyl-2-oxo-1-carbapenam-3-carboxylate and 1.88 g of 5-methylthio-7-(pyridin-3-yl)carbonyl-2-(tri-n-butylstannyl)imidazo[5,1-b]thiazole were used as the starting compounds. RXN SMILES: [OH:1][C@@H:2]([C@H:4]1[C:25](=[O:26])[N:6]2[C@@H:7]([C:12]([O:14][CH2:15][C:16]3[CH:21]=[CH:20][C:19]([N+:22]([O-:24])=[O:23])=[CH:18][CH:17]=3)=[O:13])[C:8](=O)[C@H:9]([CH3:10])[C@H:5]12)[CH3:3].[CH3:27][S:28][C:29]1[N:36]2[C:32]([S:33][C:34]([Sn](CCCC)(CCCC)CCCC)=[CH:35]2)=[C:31]([C:50]([C:52]2[CH:53]=[N:54][CH:55]=[CH:56][CH:57]=2)=[O:51])[N:30]=1>>[OH:1][C@@H:2]([C@H:4]1[C:25](=[O:26])[N:6]2[C:7]([C:12]([O:14][CH2:15][C:16]3[CH:17]=[CH:18][C:19]([N+:22]([O-:24])=[O:23])=[CH:20][CH:21]=3)=[O:13])=[C:8]([C:34]3[S:33][C:32]4=[C:31]([C:50]([C:52]5[CH:53]=[N:54][CH:55]=[CH:56][CH:57]=5)=[O:51])[N:30]=[C:29]([S:28][CH3:27])[N:36]4[CH:35]=3)[C@H:9]([CH3:10])[C@H:5]12)[CH3:3]. The yield is 94.6%. Reactants: O[C@H](C)[C@@H]1[C@@H]2N([C@H](C([C@@H]2C)=O)C(=O)OCC2=CC=C(C=C2)[N+](=O)[O-])C1=O (4-nitrobenzyl (1R,3R,5R,6S)-6-((1R)-1-hydroxyethyl)-1-methyl-2-oxo-1-carbapenam-3-carboxylate), CSC1=NC(=C2SC(=CN21)[Sn](CCCC)(CCCC)CCCC)C(=O)C=2C=NC=CC2 (5-methylthio-7-(pyridin-3-yl)carbonyl-2-(tri-n-butylstannyl)imidazo[5,1-b]thiazole). Yields the product O[C@H](C)[C@@H]1[C@@H]2N(C(=C([C@@H]2C)C2=CN3C(S2)=C(N=C3SC)C(=O)C=3C=NC=CC3)C(=O)OCC3=CC=C(C=C3)[N+](=O)[O-])C1=O (4-Nitrobenzyl (1S,5R,6S)-6-((1R)-1-hydroxyethyl)-1-methyl-2-[5-methylthio-7-(pyridin-3-yl)carbonylimidazo[5,1-b]thiazol-2-yl]-1-carbapen-2-em-3-carboxylate). Reactants: CO (methanol), B(Br)(Br)Br (boron tribromide), C(C1=CC=CC=C1)OCCN1C(CCC2=CC(=CC=C12)C=1C(NC(NN1)=O)C)=O (6-[1-(2-benzyloxyethyl)-2-oxo-1,2,3,4-tetrahydroquinolin-6-yl]-5-methyl-4,5-dihydro-1,2,4-triazin-3(2H)-one). Solvent: C(Cl)Cl (methylenechloride), C(Cl)Cl (methylene chloride). The product is OCCN1C(CCC2=CC(=CC=C12)C=1C(NC(NN1)=O)C)=O (6-[1-(2-hydroxyethyl)-2-oxo-1,2,3,4-tetrahydroquinolin-6-yl]-5-methyl-4,5-dihydro-1,2,4-triazin-3(2H)-one). Isolated yield 49.6%. Reaction SMILES: B(Br)(Br)Br.C([O:12][CH2:13][CH2:14][N:15]1[C:24]2[C:19](=[CH:20][C:21]([C:25]3[CH:26]([CH3:32])[NH:27][C:28](=[O:31])[NH:29][N:30]=3)=[CH:22][CH:23]=2)[CH2:18][CH2:17][C:16]1=[O:33])C1C=CC=CC=1.CO>C(Cl)Cl>[OH:12][CH2:13][CH2:14][N:15]1[C:24]2[C:19](=[CH:20][C:21]([C:25]3[CH:26]([CH3:32])[NH:27][C:28](=[O:31])[NH:29][N:30]=3)=[CH:22][CH:23]=2)[CH2:18][CH2:17][C:16]1=[O:33]. Reported procedure: A solution of boron tribromide (4.59 g) in methylenechloride (5 ml) was added dropwise to a stirred suspension of 6-[1-(2-benzyloxyethyl)-2-oxo-1,2,3,4-tetrahydroquinolin-6-yl]-5-methyl-4,5-dihydro-1,2,4-triazin-3(2H)-one (2.38 g) in methylene chloride (200 ml) at -40° C. over a period of 10 minutes. After being stirred for 40 minutes at the same temperature, methanol (0.6 ml) was added to the suspension and evaporated in vacuo. The residue was dissolved in n-butanol, washed with brine, and evap... The reactants are C(C)N(C)CC(C)N1C2=CC=CC=C2SC=2C=CC(=CC12)C(N)=S (10-[(2RS)-1-(N-ethyl-N-methyl-amino)-2-propyl]-2-phenothiazinecarbothioamide), CC(CN)CC ((2RS)-2-methylbutylamine), S (hydrogen sulphide). Run in C(C)O (ethanol). Conditions: temperature 100 celsius. The product is CC(CNC(=S)C1=CC=2N(C3=CC=CC=C3SC2C=C1)C(CN(C)CC)C)CC (N-[(2RS)-2-Methylbutyl]--10-[(2RS)-1-(N-ethyl-N-methylamino)-2-propyl]-2-phenothiazinecarbothioamide). As a reaction SMILES: [CH2:1]([N:3]([CH2:5][CH:6]([N:8]1[C:21]2[CH:20]=[C:19]([C:22](=[S:24])[NH2:23])[CH:18]=[CH:17][C:16]=2[S:15][C:14]2[C:9]1=[CH:10][CH:11]=[CH:12][CH:13]=2)[CH3:7])[CH3:4])[CH3:2].[CH3:25][CH:26]([CH2:29][CH3:30])[CH2:27]N.S>C(O)C>[CH3:25][CH:26]([CH2:29][CH3:30])[CH2:27][NH:23][C:22]([C:19]1[CH:18]=[CH:17][C:16]2[S:15][C:14]3[C:9](=[CH:10][CH:11]=[CH:12][CH:13]=3)[N:8]([CH:6]([CH3:7])[CH2:5][N:3]([CH2:1][CH3:2])[CH3:4])[C:21]=2[CH:20]=1)=[S:24]. Procedure details: A solution of 10-[(2RS)-1-(N-ethyl-N-methyl-amino)-2-propyl]-2-phenothiazinecarbothioamide (1 g) and (2RS)-2-methylbutylamine (4.9 cc) in absolute ethanol (15 cc) is saturated with hydrogen sulphide and heated for 16 hours to a temperature in the region of 100° C. After being cooled, the mixture is concentrated to dryness under reduced pressure (30 mm Hg; 4 kPa) at 40° C. The oily orange residue is purified by chromatography on a column (height: 25 cm; diameter: 2 cm) of silica gel (0.04-0.063 m... Starting materials: CCCCCCC, OC1C=CCCCCCCCCCCCC1. Product: O=C1C=CCCCCCCCCCCCC1. As a reaction SMILES: [CH3:17][CH2:18][CH2:19][CH2:20][CH2:21][CH2:22][CH3:23].[OH:1][CH:2]1[CH:3]=[CH:4][CH2:5][CH2:6][CH2:7][CH2:8][CH2:9][CH2:10][CH2:11][CH2:12][CH2:13][CH2:14][CH2:15][CH2:16]1>>[O:1]=[C:2]1[CH:3]=[CH:4][CH2:5][CH2:6][CH2:7][CH2:8][CH2:9][CH2:10][CH2:11][CH2:12][CH2:13][CH2:14][CH2:15][CH2:16]1. The reactants are C(C)OC(=O)C1CN(CC1C1=CC(=C(C=C1)Cl)Cl)CC1=CC=CC=C1 ((3SR,4RS) 1-Benzyl-4-(3,4-dichloro-phenyl)-pyrrolidine-3-carboxylic acid ethyl ester), O (water), [OH-].[Na+] (NaOH), O (water), [H-].[H-].[H-].[H-].[Li+].[Al+3] (LiAlH4). The solvent is C1CCOC1 (THF). Reaction conditions: time 30 minute. Product: C(C1=CC=CC=C1)N1CC(C(C1)C1=CC(=C(C=C1)Cl)Cl)CO ((3SR,4RS) [1-Benzyl-4-(3,4-dichloro-phenyl)-pyrrolidin-3-yl]-methanol), oil. Yield: 94.0%. Reaction SMILES: C([O:3][C:4]([CH:6]1[CH:10]([C:11]2[CH:16]=[CH:15][C:14]([Cl:17])=[C:13]([Cl:18])[CH:12]=2)[CH2:9][N:8]([CH2:19][C:20]2[CH:25]=[CH:24][CH:23]=[CH:22][CH:21]=2)[CH2:7]1)=O)C.[H-].[H-].[H-].[H-].[Li+].[Al+3].O.[OH-].[Na+]>C1COCC1>[CH2:19]([N:8]1[CH2:9][CH:10]([C:11]2[CH:16]=[CH:15][C:14]([Cl:17])=[C:13]([Cl:18])[CH:12]=2)[CH:6]([CH2:4][OH:3])[CH2:7]1)[C:20]1[CH:21]=[CH:22][CH:23]=[CH:24][CH:25]=1 |f:1.2.3.4.5.6,8.9|. Procedure details: (3SR,4RS) 1-Benzyl-4-(3,4-dichloro-phenyl)-pyrrolidine-3-carboxylic acid ethyl ester (3.6 g, 0.01 mol) were dissolved in THF (70 mL). At 0° C. LiAlH4 (0.38 g, 0.01 mol) was added portion wise. After stirring at 0° C. for 4 h water (3 mL), then 5N NaOH (3 mL) and additional water (9 mL) was added. After stirring at ambient temperature for 30 min the mixture was extracted with ethyl acetate (3×10 mL), the combined organic phases were dried on sodium sulfate, filtered and evaporated. The crude titl... Reaction SMILES: Cl.Cl.[NH:3]([C:7]1[S:8][CH:9]=[C:10]([CH2:12][S:13][CH2:14][CH2:15][NH2:16])[N:11]=1)[C:4]([NH2:6])=[NH:5].[C:17]1([S:23]([NH:26][C:27]2[CH:28]=[C:29]([CH:42]=[CH:43][CH:44]=2)[C:30](OC2C=CC([N+]([O-])=O)=CC=2)=[O:31])(=[O:25])=[O:24])[CH:22]=[CH:21][CH:20]=[CH:19][CH:18]=1.C1(S(NC2C=C(C=CC=2)C(O)=O)(=O)=O)C=CC=CC=1.[N+](C1C=CC(O)=CC=1)([O-])=O.C1(N=C=NC2CCCCC2)CCCCC1>C(Cl)Cl.C(N(CC)CC)C>[C:17]1([S:23]([NH:26][C:27]2[CH:28]=[C:29]([CH:42]=[CH:43][CH:44]=2)[C:30]([NH:16][CH2:15][CH2:14][S:13][CH2:12][C:10]2[N:11]=[C:7]([NH:3][C:4]([NH2:6])=[NH:5])[S:8][CH:9]=2)=[O:31])(=[O:24])=[O:25])[CH:22]=[CH:21][CH:20]=[CH:19][CH:18]=1 |f:0.1.2|. Run at temperature 40 celsius, time 90 minute. Solvent: C(Cl)Cl (methylene chloride), C(C)N(CC)CC (triethylamine). Yield: 83.4%. Procedure details: A mixture of 5.5 g of 2-(2-guanidinothiazol-4-ylmethylthio)ethylamine dihydrochloride, 3.65 g of triethylamine and 3.7 g of 4-nitrophenyl 3-benzenesulfonamidobenzoate (m.p. 175°-178° C., prepared from 3-benzenesulfonamidobenzoic acid and 4-nitrophenol in methylene chloride in the presence of dicyclohexylcarbodiimide) is stirred at the temperature of 40° C. for 90 minutes, then it is evaporated under reduced pressure to dryness. The residue is taken up with 150 ml of ethyl acetate and washed twic... The product is C1(=CC=CC=C1)S(=O)(=O)NC=1C=C(C(=O)NCCSCC=2N=C(SC2)NC(=N)N)C=CC1 (3-benzenesulfonamido-N-[2-(2-guanidinothiazol-4-ylmethylthio)ethyl]benzamide). The reactants are C1(=CC=CC=C1)S(=O)(=O)NC=1C=C(C(=O)O)C=CC1 (3-benzenesulfonamidobenzoic acid), [N+](=O)([O-])C1=CC=C(C=C1)O (4-nitrophenol), C1(CCCCC1)N=C=NC1CCCCC1 (dicyclohexylcarbodiimide), Cl.Cl.N(C(=N)N)C=1SC=C(N1)CSCCN (2-(2-guanidinothiazol-4-ylmethylthio)ethylamine dihydrochloride), C1(=CC=CC=C1)S(=O)(=O)NC=1C=C(C(=O)OC2=CC=C(C=C2)[N+](=O)[O-])C=CC1 (4-nitrophenyl 3-benzenesulfonamidobenzoate). Reactants: CN(C)CCc1c[nH]c2ccc(C=NNC(=O)OC(C)(C)C)cc12, CCO. Product: CN(C)CCc1c[nH]c2ccc(CNNC(=O)OC(C)(C)C)cc12. As a reaction SMILES: [C:1]([CH3:2])([CH3:3])([CH3:4])[O:5][C:6](=[O:7])[NH:8][N:9]=[CH:10][c:11]1[cH:12][c:13]2[c:14]([CH2:20][CH2:21][N:22]([CH3:23])[CH3:24])[cH:15][nH:16][c:17]2[cH:18][cH:19]1.[CH3:25][CH2:26][OH:27]>>[C:1]([CH3:2])([CH3:3])([CH3:4])[O:5][C:6](=[O:7])[NH:8][NH:9][CH2:10][c:11]1[cH:12][c:13]2[c:14]([CH2:20][CH2:21][N:22]([CH3:23])[CH3:24])[cH:15][nH:16][c:17]2[cH:18][cH:19]1.